This data is from the Open Reaction Database (ORD), a public repository of structured organic reaction records. The task is: describe an organic reaction: reactants, conditions, products, and yield Reactants: NC=1C=C(C(=O)NC2=CC=C(C=C2)NNC=O)C=CC1 (2-[4-(3-aminobenzamido)phenyl]-1-formylhydrazine), C([O-])([O-])=O.[Ca+2] (calcium carbonate), C(=S)(Cl)Cl (thiophosgene). Run in O1CCOCC1 (dioxane), O (water). Product: C(=O)NNC1=CC=C(C=C1)NC(=O)C=1C=C(C=CC1)N=C=S (3-[4-(2-Formylhydrazino)phenylcarbamoyl]phenylisothiocyanate). The yield is 71.3%. As a reaction SMILES: [NH2:1][C:2]1[CH:3]=[C:4]([CH:18]=[CH:19][CH:20]=1)[C:5]([NH:7][C:8]1[CH:13]=[CH:12][C:11]([NH:14][NH:15][CH:16]=[O:17])=[CH:10][CH:9]=1)=[O:6].C(=O)([O-])[O-].[Ca+2].[C:26](Cl)(Cl)=[S:27]>O1CCOCC1.O>[CH:16]([NH:15][NH:14][C:11]1[CH:10]=[CH:9][C:8]([NH:7][C:5]([C:4]2[CH:3]=[C:2]([N:1]=[C:26]=[S:27])[CH:20]=[CH:19][CH:18]=2)=[O:6])=[CH:13][CH:12]=1)=[O:17] |f:1.2|. Procedure: 51 g of 2-[4-(3-aminobenzamido)phenyl]-1-formylhydrazine and 29 g of calcium carbonate were dispersed in a mixture of 120 ml of dioxane and 120 ml of water. To the dispersion, 25 g of thiophosgene was added under cooling with ice. After reacting under cooling with ice for 3 hours, the crystals deposited were collected by filtration to obtain 42 g of the object compound. Reactants: O=C(Cl)COC1CCCC1, Cc1cc(C)n2nc(N)c(-c3ccc(Cl)c(C)c3)c2n1, c1ccncc1. The product is Cc1cc(C)n2nc(NC(=O)COC3CCCC3)c(-c3ccc(Cl)c(C)c3)c2n1. Reaction SMILES: [CH:1]1([O:6][CH2:7][C:8](=[O:9])[Cl:10])[CH2:2][CH2:3][CH2:4][CH2:5]1.[Cl:11][c:12]1[c:13]([CH3:30])[cH:14][c:15](-[c:18]2[c:19]([NH2:29])[n:20][n:21]3[c:22]2[n:23][c:24]([CH3:28])[cH:25][c:26]3[CH3:27])[cH:16][cH:17]1.[cH:31]1[cH:32][cH:33][n:34][cH:35][cH:36]1>>[CH:1]1([O:6][CH2:7][C:8](=[O:9])[NH:29][c:19]2[c:18](-[c:15]3[cH:14][c:13]([CH3:30])[c:12]([Cl:11])[cH:17][cH:16]3)[c:22]3[n:21]([n:20]2)[c:26]([CH3:27])[cH:25][c:24]([CH3:28])[n:23]3)[CH2:2][CH2:3][CH2:4][CH2:5]1. Reactants: ClC1=C(C=CC(=C1)F)C(F)(F)F (2-chloro-4-fluorobenzotrifluoride), C[Si](CCO)(C)C (2-(trimethylsilyl)ethanol), [H-].[Na+] (Sodium hydride). Solvent: CN(C=O)C (N,N-dimethylformamide). Run at temperature 0 celsius, time 16 hour. The product is ClC=1C=C(C=CC1C(F)(F)F)O (3-Chloro-4-(trifluoromethyl)phenol). Yield: 71.9%. Reaction SMILES: [Cl:1][C:2]1[CH:7]=[C:6](F)[CH:5]=[CH:4][C:3]=1[C:9]([F:12])([F:11])[F:10].C[Si](C)(C)CC[OH:17].[H-].[Na+]>CN(C)C=O>[Cl:1][C:2]1[CH:7]=[C:6]([OH:17])[CH:5]=[CH:4][C:3]=1[C:9]([F:12])([F:11])[F:10] |f:2.3|. Reported procedure: To a stirred solution of 2-chloro-4-fluorobenzotrifluoride (500 mg, 2.52 mmol) in anhydrous N,N-dimethylformamide (10 mL) was added 2-(trimethylsilyl)ethanol (0.40 mL, 2.77 mmol) and the reaction mixture was cooled to 0° C. Sodium hydride (302 mg, 60% w/w dispersion in oil, 7.55 mmol) was then added portionwise. After 5 minutes a thick white suspension had formed. The reaction mixture was warmed to room temperature slowly and then stirred for a further 16 hours. The reaction mixture was then que... The reactants are COC(=O)C(N)CC(C)C, Cc1cc(Cl)ccc1N=C=S, NCCO, CC(C)CC(N)CO. Yields the product Cc1cc(Cl)ccc1N=C1NC(CC(C)C)CS1. As a reaction SMILES: [CH3:9][O:10][C:11](=[O:12])[CH:13]([CH2:14][CH:15]([CH3:16])[CH3:17])[NH2:18].[Cl:23][c:24]1[cH:25][c:26]([CH3:33])[c:27]([N:30]=[C:31]=[S:32])[cH:28][cH:29]1.[OH:19][CH2:20][CH2:21][NH2:22].[OH:1][CH2:2][CH:3]([CH2:4][CH:5]([CH3:6])[CH3:7])[NH2:8]>>[CH2:2]1[CH:3]([CH2:4][CH:5]([CH3:6])[CH3:7])[NH:8][C:31](=[N:30][c:27]2[c:26]([CH3:33])[cH:25][c:24]([Cl:23])[cH:29][cH:28]2)[S:32]1. Starting materials: O1C2C(OC3=C(C21)C=C(C=C3)S(=O)(=O)C)(C)C (3,4-dihydro-3,4-epoxy-6-mesyl-2,2-dimethyl-2H-1-benzopyran), [Na] (sodium), S1(NCCC1)(=O)=O (isothiazolidine 1,1-dioxide), O (Water). Run in CS(=O)C (dimethyl sulfoxide). Run at time 8 hour. Product: O[C@@H]1C(OC2=C([C@H]1N1S(CCC1)(=O)=O)C=C(C=C2)S(=O)(=O)C)(C)C (trans-3,4-dihydro-3-hydroxy-4-(1,1-dioxoisothiazolidin-2-yl)-6-mesyl-2,2-dimethyl-2H-1-benzopyran). Isolated yield 21.2%. RXN SMILES: [O:1]1[CH:7]2[CH:2]1[C:3]([CH3:17])([CH3:16])[O:4][C:5]1[CH:11]=[CH:10][C:9]([S:12]([CH3:15])(=[O:14])=[O:13])=[CH:8][C:6]=12.[Na].[S:19]1(=[O:25])(=[O:24])[CH2:23][CH2:22][CH2:21][NH:20]1.O>CS(C)=O>[OH:1][C@H:2]1[C@H:7]([N:20]2[CH2:21][CH2:22][CH2:23][S:19]2(=[O:25])=[O:24])[C:6]2[CH:8]=[C:9]([S:12]([CH3:15])(=[O:14])=[O:13])[CH:10]=[CH:11][C:5]=2[O:4][C:3]1([CH3:17])[CH3:16] |^1:17|. Reported procedure: To a solution of 3,4-dihydro-3,4-epoxy-6-mesyl-2,2-dimethyl-2H-1-benzopyran (1.5 g) in dimethyl sulfoxide (30 ml) was added sodium salt of isothiazolidine 1,1-dioxide (1.7 g). The mixture was stirred at room temperature overnight. Water was carefully added to the reaction mixture and the whole was extracted with ethyl acetate. The extract was washed with water, dried over anhydrous magnesium sulfate, and evaporated in vacuo. The residue was purified by column chromatography on silica gel (50 g) ... Reactants: CC(=O)OC1CCC2(C)C(CCC3=C4C(=O)CC(C(C)CCC=C(C)C)C4(C)CCC32)C1, CC(=O)[O-], [Na+], C1CCOC1, O, OO. Product: CC(=O)OC1CCC2(C)C(CCC3=C4C(=O)CC(C(C)CCC(O)C(C)C)C4(C)CCC32)C1. As a reaction SMILES: [C:1]([CH3:2])(=[O:3])[O:4][CH:5]1[CH2:6][CH:7]2[CH2:8][CH2:9][C:10]3=[C:11]4[C:12](=[O:32])[CH2:13][CH:14]([CH:15]([CH2:16][CH2:17][CH:18]=[C:19]([CH3:20])[CH3:21])[CH3:22])[C:23]4([CH3:31])[CH2:24][CH2:25][CH:26]3[C:27]2([CH3:30])[CH2:28][CH2:29]1.[CH3:34][C:35]([O-:36])=[O:37].[Na+:33].[O:41]1[CH2:42][CH2:43][CH2:44][CH2:45]1.[OH2:40].[OH:38][OH:39]>>[C:1]([CH3:2])(=[O:3])[O:4][CH:5]1[CH2:6][CH:7]2[CH2:8][CH2:9][C:10]3=[C:11]4[C:12](=[O:32])[CH2:13][CH:14]([CH:15]([CH2:16][CH2:17][CH:18]([CH:19]([CH3:20])[CH3:21])[OH:36])[CH3:22])[C:23]4([CH3:31])[CH2:24][CH2:25][CH:26]3[C:27]2([CH3:30])[CH2:28][CH2:29]1. Reactants: C1(CCCC1)C[C@@H](C(=O)Cl)C1=CC(=CC=C1)C(F)(F)F (3-cyclopentyl-2(R)-(3-trifluoromethyl-phenyl)-propionyl chloride), NC1=NN(C=C1)CC(C)(O)C (1-(3-amino-pyrazol-1-yl)-2-methyl-propan-2-ol), NC1=NN(C=C1)CC(C)(O)C (1-(3-amino-pyrazol-1-yl)-2-methyl-propan-2-ol), N1=C(C=CC=C1C)C (2,6-lutidine). Run in C(Cl)Cl (methylene chloride), C(Cl)Cl (methylene chloride), C(Cl)Cl (methylene chloride). Conditions: temperature 0 celsius, time 16 hour. Yields the product C1(CCCC1)C[C@@H](C(=O)NC1=NN(C=C1)CC(C)(C)O)C1=CC(=CC=C1)C(F)(F)F (3-cyclopentyl-N-[1-(2-hydroxy-2-methyl-propyl)-1H-pyrazol-3-yl]-2(R)-(3-trifluoromethyl-phenyl)-propionamide). The yield is 81.0%. As a reaction SMILES: [NH2:1][C:2]1[CH:6]=[CH:5][N:4]([CH2:7][C:8]([CH3:11])([OH:10])[CH3:9])[N:3]=1.N1C(C)=CC=CC=1C.[CH:20]1([CH2:25][C@H:26]([C:30]2[CH:35]=[CH:34][CH:33]=[C:32]([C:36]([F:39])([F:38])[F:37])[CH:31]=2)[C:27](Cl)=[O:28])[CH2:24][CH2:23][CH2:22][CH2:21]1>C(Cl)Cl>[CH:20]1([CH2:25][C@H:26]([C:30]2[CH:35]=[CH:34][CH:33]=[C:32]([C:36]([F:37])([F:38])[F:39])[CH:31]=2)[C:27]([NH:1][C:2]2[CH:6]=[CH:5][N:4]([CH2:7][C:8]([OH:10])([CH3:11])[CH3:9])[N:3]=2)=[O:28])[CH2:24][CH2:23][CH2:22][CH2:21]1. Procedure: In a round bottom flask was placed 1-(3-amino-pyrazol-1-yl)-2-methyl-propan-2-ol (prepared in Example 80 42 mg, 0.27 mmol), 2,6-lutidine (42 μL, 0.37 mmol) and methylene chloride (5 mL). This solution was then cooled to 0° C. and to it was added dropwise a solution of 3-cyclopentyl-2(R)-(3-trifluoromethyl-phenyl)-propionyl chloride in methylene chloride (0.12 M solution, 2 mL, 0.24 mmol). The reaction was then allowed to warm up to 25° C. and stirred for 16 h. After this time the reaction was di...